From a dataset of the Open Reaction Database (ORD), a public repository of structured organic reaction records. describe an organic reaction: reactants, conditions, products, and yield The reactants are C(=O)([O-])[O-].[K+].[K+] (K2CO3), N1N=NC2=C1C=CC=C2 (1H-benzotriazole), ClCC1=CC=C(C=C1)F (1-(chloromethyl)-4-fluorobenzene). The solvent is CC#N (CH3CN). Yields the product FC1=CC=C(C=C1)CN1N=NC2=C1C=CC=C2 ((4-Fluorophenyl)methyl-1H-benzotriazole), FC1=CC=C(C=C1)CN1N=C2C(=N1)C=CC=C2 ((4-fluorophenyl)methyl-2H-benzotriazole). RXN SMILES: [NH:1]1[C:5]2[CH:6]=[CH:7][CH:8]=[CH:9][C:4]=2[N:3]=[N:2]1.Cl[CH2:11][C:12]1[CH:17]=[CH:16][C:15]([F:18])=[CH:14][CH:13]=1.C([O-])([O-])=O.[K+].[K+]>CC#N>[F:18][C:15]1[CH:16]=[CH:17][C:12]([CH2:11][N:1]2[C:5]3[CH:6]=[CH:7][CH:8]=[CH:9][C:4]=3[N:3]=[N:2]2)=[CH:13][CH:14]=1.[F:18][C:15]1[CH:16]=[CH:17][C:12]([CH2:11][N:2]2[N:3]=[C:4]3[CH:9]=[CH:8][CH:7]=[CH:6][C:5]3=[N:1]2)=[CH:13][CH:14]=1 |f:2.3.4|. Reported procedure: In a procedure as in Example 2 but using 1H-benzotriazole (23.8 g, 0.200 mol), 1-(chloromethyl)-4-fluorobenzene (29.0 g,0.200 mol) and K2CO3 (70 g) in CH3CN (300 mL) for 1 hour gave the title compound and (4-fluorophenyl)methyl-2H-benzotriazole. Workup and recrystallization gave the mixture of the 1H and 2H-isomers (75% yield) which was used in the subsequent reactions. A sample (5 g) was chromatographed (PE/EtOAc 9:1) eluting first the 2H isomer and then the title compound: mp 92°-94° C. (cyclo... The reactants are COC([C@@H](NC(C)=O)CC1=C(NC2=CC(=C(C(=C12)Br)OC)Br)Br)=O ((S)-(+)-N-acetyl-2,4,6-tribromo-5-methoxytryptophan methyl ester), O (water), C([O-])([O-])=O.[K+].[K+] (potassium carbonate), C(C=C)Br (allyl bromide). Run in CN(C=O)C (N,N-dimethylformamide). Reaction conditions: time 30 minute. Product: COC([C@@H](NC(C)=O)CC1=C(N(C2=CC(=C(C(=C12)Br)OC)Br)CC=C)Br)=O ((S)-(+)-N-acetyl-1-allyl-2,4,6-tribromo-5-methoxytryptophan methyl ester). As a reaction SMILES: [CH3:1][O:2][C:3](=[O:24])[C@H:4]([CH2:9][C:10]1[C:18]2[C:13](=[CH:14][C:15]([Br:22])=[C:16]([O:20][CH3:21])[C:17]=2[Br:19])[NH:12][C:11]=1[Br:23])[NH:5][C:6](=[O:8])[CH3:7].C(=O)([O-])[O-].[K+].[K+].[CH2:31](Br)[CH:32]=[CH2:33].O>CN(C)C=O>[CH3:1][O:2][C:3](=[O:24])[C@H:4]([CH2:9][C:10]1[C:18]2[C:13](=[CH:14][C:15]([Br:22])=[C:16]([O:20][CH3:21])[C:17]=2[Br:19])[N:12]([CH2:33][CH:32]=[CH2:31])[C:11]=1[Br:23])[NH:5][C:6](=[O:8])[CH3:7] |f:1.2.3|. Procedure: A solution containing 39.8 mg (0.08 mmol) of (S)-(+)-N-acetyl-2,4,6-tribromo-5-methoxytryptophan methyl ester (4) dissolved in 2.5 mL of N,N-dimethylformamide was charged with 36.5 mg (0.26 mmol) of potassium carbonate and subsequently with 0.13 mL (d=1.398, 1.51 mmol) of allyl bromide. The mixture was stirred at room temperature for 30 minutes. The reaction solution was charged with water and subjected to extraction with ethyl acetate. The organic phase was washed with a saturated saline and dr... Reactants: ClC1=C(C(=NC=2N1C=CN2)Cl)C2=CC=CC=C2 (5,7-dichloro-6-phenylimidazo[1,2-a]pyrimidine), CN (MeNH2). Run in Solution, CO (methanol). Run at time 1.5 hour. Product: ClC1=NC=2N(C(=C1C1=CC=CC=C1)NC)C=CN2 (7-chloro-N-methyl-6-phenylimidazo[1,2-a]pyrimidin-5-amine). RXN SMILES: Cl[C:2]1[N:7]2[CH:8]=[CH:9][N:10]=[C:6]2[N:5]=[C:4]([Cl:11])[C:3]=1[C:12]1[CH:17]=[CH:16][CH:15]=[CH:14][CH:13]=1.[CH3:18][NH2:19]>CO>[Cl:11][C:4]1[C:3]([C:12]2[CH:17]=[CH:16][CH:15]=[CH:14][CH:13]=2)=[C:2]([NH:19][CH3:18])[N:7]2[CH:8]=[CH:9][N:10]=[C:6]2[N:5]=1. Procedure: 850 mg 5,7-dichloro-6-phenylimidazo[1,2-a]pyrimidine (prepared as described for example 1) is dissolved in 18 ml of a 8M Solution of MeNH2 in methanol and stirred at room temperature for 1.5 h. The product precipitates upon dilution with water and cooling to 0° C. The solid material is collected by filtration and washed twice with water to yield the desired material. The reactants are C(C)(C)(C)OC(NC1=CC(=C(C=C1)C)N)=O (tert-butyl(3-amino-4-methylphenyl)carbamate), C(C)N(C(C)C)C(C)C (N-ethyl-N-isopropylpropane-2-amine), ClC1=NC=C(C(=N1)SC#N)[N+](=O)[O-] (2-chloro-5-nitropyrimidin-4-yl thiocyanate), C(O)([O-])=O.[Na+] (sodium hydrogen carbonate). Solvent: O1CCCC1 (tetrahydrofuran). Run at time 30 minute. The product is [N+](=O)([O-])C=1C(=NC(=NC1)NC=1C=C(C=CC1C)NC(OC(C)(C)C)=O)SC#N (tert-butyl {3-[(5-nitro-4-thiocyanatopyrimidin-2-yl)amino]-4-methylphenyl}carbamate). Reaction SMILES: [C:1]([O:5][C:6](=[O:16])[NH:7][C:8]1[CH:13]=[CH:12][C:11]([CH3:14])=[C:10]([NH2:15])[CH:9]=1)([CH3:4])([CH3:3])[CH3:2].C(N(C(C)C)C(C)C)C.Cl[C:27]1[N:32]=[C:31]([S:33][C:34]#[N:35])[C:30]([N+:36]([O-:38])=[O:37])=[CH:29][N:28]=1.C(=O)([O-])O.[Na+]>O1CCCC1>[N+:36]([C:30]1[C:31]([S:33][C:34]#[N:35])=[N:32][C:27]([NH:15][C:10]2[CH:9]=[C:8]([NH:7][C:6](=[O:16])[O:5][C:1]([CH3:4])([CH3:2])[CH3:3])[CH:13]=[CH:12][C:11]=2[CH3:14])=[N:28][CH:29]=1)([O-:38])=[O:37] |f:3.4|. Procedure details: To a solution of tert-butyl(3-amino-4-methylphenyl)carbamate (8.82 g, 39.7 mmol) in tetrahydrofuran (200 mL) were added N-ethyl-N-isopropylpropane-2-amine (10.4 mL, 59.8 mmol) and 2-chloro-5-nitropyrimidin-4-yl thiocyanate (9.49 g, 43.8 mmol), and the mixture was stirred at room temperature for 30 min. To the reaction mixture was added saturated aqueous sodium hydrogen carbonate solution (200 mL), and the mixture was extracted with ethyl acetate (150 mL, 2×30 mL). The combined organic layer was ...